From a dataset of the Open Reaction Database (ORD), a public repository of structured organic reaction records. describe an organic reaction: reactants, conditions, products, and yield The reactants are COC=C1C(=O)NC(=O)c2ccccc21, CCCCCC, Nc1cccc(CN2CCCCCC2)c1. The product is O=C1NC(=O)c2ccccc2C1=CNc1cccc(CN2CCCCCC2)c1. As a reaction SMILES: [CH3:1][O:2][CH:3]=[C:4]1[C:5](=[O:15])[NH:6][C:7](=[O:14])[c:8]2[cH:9][cH:10][cH:11][cH:12][c:13]21.[CH3:31][CH2:32][CH2:33][CH2:34][CH2:35][CH3:36].[N:16]1([CH2:23][c:24]2[cH:25][c:26]([NH2:27])[cH:28][cH:29][cH:30]2)[CH2:17][CH2:18][CH2:19][CH2:20][CH2:21][CH2:22]1>>[CH:3](=[C:4]1[C:5](=[O:15])[NH:6][C:7](=[O:14])[c:8]2[cH:9][cH:10][cH:11][cH:12][c:13]21)[NH:27][c:26]1[cH:25][c:24]([CH2:23][N:16]2[CH2:17][CH2:18][CH2:19][CH2:20][CH2:21][CH2:22]2)[cH:30][cH:29][cH:28]1.